From a dataset of the Open Reaction Database (ORD), a public repository of structured organic reaction records. describe an organic reaction: reactants, conditions, products, and yield Starting materials: C(C)(C)(C)OC(=O)N1C(CCC1)(COC)OCC1=CC=CC=C1 (benzyloxy-2-methoxymethyl-pyrrolidine-1-carboxylic acid t-butyl ester), C(C)(=O)OCC (ethyl acetate). Conditions: time 12 hour. Product: C(C)(C)(C)OC(=O)N1C(CC(C1)O)COC (4-Hydroxy-2-methoxymethyl-pyrrolidine-1-carboxylic acid t-butyl ester). RXN SMILES: [C:1]([O:5][C:6]([N:8]1[CH2:12][CH2:11][CH2:10][C:9]1(OCC1C=CC=CC=1)[CH2:13][O:14][CH3:15])=[O:7])([CH3:4])([CH3:3])[CH3:2].C(OCC)(=[O:26])C>>[C:1]([O:5][C:6]([N:8]1[CH2:12][CH:11]([OH:26])[CH2:10][CH:9]1[CH2:13][O:14][CH3:15])=[O:7])([CH3:4])([CH3:3])[CH3:2]. Procedure: The benzyloxy-2-methoxymethyl-pyrrolidine-1-carboxylic acid t-butyl ester (217.00 mg, 0.68 mmol) was taken up in ethyl acetate in a Paar vessel. The solution was flushed with argon and Pd/C (100 mg) was added to the vessel. The argon atmosphere was replaced by hydrogen at 50 psi. The vessel was shaken for 12 h. The hydrogen atmosphere was replaced by argon and the solution was filtered through a celite pad. The pad was washed twice with ethyl acetate. The solvent was removed under reduced pressu... Reactants: [C@H]12N[C@@H](C[C@@H]2C1)CNC(=O)C1=CC=CC=2OCCOC21 (2,3-dihydro-benzo[1,4]dioxine-5-carboxylic acid [(1S,3S,5S)-2-aza-bicyclo[3.1.0]hex-3-ylmethyl]-amide), FC1=CC=C(C=C1)C1=C(N=C(S1)C)C(=O)O (5-(4-fluoro-phenyl)-2-methyl-thiazole-4-carboxylic acid). Product: FC1=CC=C(C=C1)C1=C(N=C(S1)C)C(=O)N1[C@H]2C[C@H]2C[C@H]1CNC(=O)C1=CC=CC=2OCCOC21 (2,3-dihydro-benzo[1,4]dioxine-5-carboxylic acid {(1S,3S,5S)-2-[5-(4-fluoro-phenyl)-2-methyl-thiazole-4-carbonyl]-2-aza-bicyclo[3.1.0]hex-3-ylmethyl}-amide). RXN SMILES: [C@H:1]12[CH2:6][C@H:5]1[CH2:4][C@@H:3]([CH2:7][NH:8][C:9]([C:11]1[C:20]3[O:19][CH2:18][CH2:17][O:16][C:15]=3[CH:14]=[CH:13][CH:12]=1)=[O:10])[NH:2]2.[F:21][C:22]1[CH:27]=[CH:26][C:25]([C:28]2[S:32][C:31]([CH3:33])=[N:30][C:29]=2[C:34](O)=[O:35])=[CH:24][CH:23]=1>>[F:21][C:22]1[CH:23]=[CH:24][C:25]([C:28]2[S:32][C:31]([CH3:33])=[N:30][C:29]=2[C:34]([N:2]2[C@H:3]([CH2:7][NH:8][C:9]([C:11]3[C:20]4[O:19][CH2:18][CH2:17][O:16][C:15]=4[CH:14]=[CH:13][CH:12]=3)=[O:10])[CH2:4][C@H:5]3[C@@H:1]2[CH2:6]3)=[O:35])=[CH:26][CH:27]=1. Procedure: prepared by reaction of 2,3-dihydro-benzo[1,4]dioxine-5-carboxylic acid [(1S,3S,5S)-2-aza-bicyclo[3.1.0]hex-3-ylmethyl]-amide with 5-(4-fluoro-phenyl)-2-methyl-thiazole-4-carboxylic acid. LC-MS (basic): tR=1.35 min; [M+H]+=494.1. The reactants are C(C1=CC=CC=C1)(=O)S[C@H](C(=O)N[C@@H](CC(C)C)C(=O)O)CC1=CC=CC=C1 (N-[(S)-2-benzoylthio-3-phenyl-propionyl]-L-leucine), [OH-].[Na+] (NaOH). The solvent is CO (MeOH). Conditions: time 4 hour. The product is S[C@H](C(=O)N[C@@H](CC(C)C)C(=O)O)CC1=CC=CC=C1 (N-[(S)-2-mercapto-3-phenyl-propionyl]-L-leucine). Isolated yield 98.1%. Reaction SMILES: C([S:9][C@@H:10]([CH2:22][C:23]1[CH:28]=[CH:27][CH:26]=[CH:25][CH:24]=1)[C:11]([NH:13][C@H:14]([C:19]([OH:21])=[O:20])[CH2:15][CH:16]([CH3:18])[CH3:17])=[O:12])(=O)C1C=CC=CC=1.[OH-].[Na+]>CO>[SH:9][C@@H:10]([CH2:22][C:23]1[CH:24]=[CH:25][CH:26]=[CH:27][CH:28]=1)[C:11]([NH:13][C@H:14]([C:19]([OH:21])=[O:20])[CH2:15][CH:16]([CH3:18])[CH3:17])=[O:12] |f:1.2|. Reported procedure: 2 g N-[(S)-2-benzoylthio-3-phenyl-propionyl]-L-leucine dissolved in 10 ml MeOH are stirred at 0° C. for 1 hour with 10 ml 1N NaOH, and then for 4 hours at 25° C. under a nitrogen atmosphere. The methanol is evaporated off, the material is taken up into water and made acidic to pH 1 with 1N HCl. The resulting gummy precipitate is extracted with ethyl acetate. The organic phase is dried, and evaporated in vacuo, to give 1.45 g N-[(S)-2-mercapto-3-phenyl-propionyl]-L-leucine which crystallizes slow... Starting materials: 1E, BrC1=C2C(C(N(C2=CC=C1)CCCCC)=O)C1=CC2=C(OCO2)C=C1O (4-bromo-3-(6-hydroxy-1,3-benzodioxol-5-yl)-1-pentyl-1,3-dihydro-2H-indol-2-one), OC=1C(=CC2=C(OCO2)C1)C1C(N(C2=CC=CC=C12)CCCCC)=O (3-(6-hydroxy-1,3-benzodioxol-5-yl)-1-pentyl-1,3-dihydro-2H-indol-2-one). Yields the product OC=1C(=CC2=C(OCO2)C1)C1(C(N(C2=CC=CC=C12)CCCCC)=O)CO (3-(6-hydroxy-1,3-benzodioxol-5-yl)-3-(hydroxymethyl)-1-pentyl-1,3-dihydro-2H-indol-2-one). As a reaction SMILES: Br[C:2]1[CH:10]=[CH:9][CH:8]=[C:7]2[C:3]=1[CH:4]([C:17]1[C:25]([OH:26])=[CH:24][C:20]3[O:21][CH2:22][O:23][C:19]=3[CH:18]=1)[C:5](=[O:16])[N:6]2[CH2:11][CH2:12][CH2:13][CH2:14][CH3:15].[OH:27][C:28]1C(C2C3C(=CC=CC=3)N(CCCCC)C2=O)=CC2OCOC=2C=1>>[OH:26][C:25]1[C:17]([C:4]2([CH2:28][OH:27])[C:3]3[C:7](=[CH:8][CH:9]=[CH:10][CH:2]=3)[N:6]([CH2:11][CH2:12][CH2:13][CH2:14][CH3:15])[C:5]2=[O:16])=[CH:18][C:19]2[O:23][CH2:22][O:21][C:20]=2[CH:24]=1. Procedure: Following the procedure as described in PREPARATION 1E, and making non-critical variations to replace 4-bromo-3-(6-hydroxy-1,3-benzodioxol-5-yl)-1-pentyl-1,3-dihydro-2H-indol-2-one with 3-(6-hydroxy-1,3-benzodioxol-5-yl)-1-pentyl-1,3-dihydro-2H-indol-2-one, the title compound was obtained (67%): 1H NMR (300 MHz, CDCl3) δ 10.85-10.63 (br, 1H), 7.48-7.35 (m, 2H), 7.28-7.19 (m, 1H), 6.96 (d, 1H), 6.52 (d, 2H), 5.82 (dd, 2H), 4.63 (d, 1H), 4.11 (d, 1H), 3.70 (d, 2H), 2.04-1.74 (br, 1H), 1.65-162 (m,...